This data is from the Open Reaction Database (ORD), a public repository of structured organic reaction records. The task is: describe an organic reaction: reactants, conditions, products, and yield The reactants are Cl.NO (hydroxylamine hydrochloride), C(C)(=O)[O-].[Na+] (sodium acetate), N1C(=O)C(=O)C2=CC=CC=C12 (isatin). Solvent: O (water), C(C)O (ethanol). Conditions: time 30 minute. Yields the product ON=C1C(NC2=CC=CC=C12)=O (3-(hydroxyimino)indolin-2-one). Yield: 63.9%. Reaction SMILES: [NH:1]1[C:11]2[C:6](=[CH:7][CH:8]=[CH:9][CH:10]=2)[C:4](=O)[C:2]1=[O:3].Cl.[NH2:13][OH:14].C([O-])(=O)C.[Na+]>C(O)C.O>[OH:14][N:13]=[C:4]1[C:6]2[C:11](=[CH:10][CH:9]=[CH:8][CH:7]=2)[NH:1][C:2]1=[O:3] |f:1.2,3.4|. Procedure: To a suspension of 73.6 g of isatin in 1.2 l of ethanol was added a solution of 64.1 g of hydroxylamine hydrochloride and 64.1 g of sodium acetate in 500 ml of water. The mixture was stirred at room temperature for 30 minutes and concentrated. The residue was washed with water and recrystallized from ethanol to give 51.8 g (64%) of 3-(hydroxyimino)indolin-2-one as yellow crystals. Run in C(Cl)Cl (CH2Cl2), C(Cl)Cl (CH2Cl2). RXN SMILES: [Cr](Cl)([O-])(=O)=O.[NH+]1C=CC=CC=1.[O:12]1[C:16]2[CH:17]=[CH:18][C:19]([C:21]([CH3:25])([CH3:24])[CH2:22][OH:23])=[CH:20][C:15]=2[O:14][CH2:13]1>C(Cl)Cl>[O:12]1[C:16]2[CH:17]=[CH:18][C:19]([C:21]([CH3:25])([CH3:24])[CH:22]=[O:23])=[CH:20][C:15]=2[O:14][CH2:13]1 |f:0.1|. Run at time 30 minute. Reported procedure: A suspension of 3A° molecular sieves (6.5 g) in CH2Cl2 (15 mL) was stirred at room temperature for 30 minutes and then PCC (pyridinium chlorochromate) (2 g) was added. To this PCC suspension, a solution of Compound H (1 g, 5.15 mmol) in dry CH2Cl2 (15 mL) was added dropwise and was stirred at room temperature for 3.5 hours. The product is O1COC2=C1C=CC(=C2)C(C=O)(C)C (2-(1,3-benzodioxol-5-yl)-2-methyl propanal). Starting materials: [Cr](=O)(=O)([O-])Cl.[NH+]1=CC=CC=C1 (PCC), O1COC2=C1C=CC(=C2)C(CO)(C)C (2-(1,3-benzodioxol-5-yl)-2-methyl propan-1-ol), [Cr](=O)(=O)([O-])Cl.[NH+]1=CC=CC=C1 (PCC). Starting materials: C1COCCOCCOCCOCCOCCO1 (18-crown-6), CC(C)([O-])C.[K+] (potassium tert-butoxide), FC=1C=C2C=CNC2=CC1 (5-fluoroindole), C(C1=CC=CC=C1)Cl (benzyl chloride). Run in O (Water), CCOCC (ether), CCOCC (ether), CCOCC (ether). Run at time 0.5 hour. Product: C(C1=CC=CC=C1)N1C=CC2=CC(=CC=C12)F (1-benzyl-5-fluoroindole). Yield: 14.1%. Reaction SMILES: C1OCCOCCOCCOCCOCCOC1.CC(C)([O-])C.[K+].[F:25][C:26]1[CH:27]=[C:28]2[C:32](=[CH:33][CH:34]=1)[NH:31][CH:30]=[CH:29]2.[CH2:35](Cl)[C:36]1[CH:41]=[CH:40][CH:39]=[CH:38][CH:37]=1>CCOCC.O>[CH2:35]([N:31]1[C:32]2[C:28](=[CH:27][C:26]([F:25])=[CH:34][CH:33]=2)[CH:29]=[CH:30]1)[C:36]1[CH:41]=[CH:40][CH:39]=[CH:38][CH:37]=1 |f:1.2|. Procedure: To a solution of 0.8 g (3.03 mmoles) of 18-crown-6 in 100 ml of dry ether was added 3.27 g (29.14 mmoles) of potassium tert-butoxide. The mixture was stirred while a solution of 3.75 g (27.75 mmoles) of 5-fluoroindole in 80 ml of ether was added. The stirring was continued for 0.5 hour. Solid was present. Then 3.69 g (29.15 mmoles) of benzyl chloride in 80 ml of ether was added. The mixture was stirred for 28 hours. Water (100 ml) was added. The layers were separated. The aqueous layer was extra... Run in O1CCCC1 (tetrahydrofuran). Starting materials: COC1=C(C=C(C=C1)[N+](=O)[O-])N=C=O (2-methoxy-5-nitrophenyl isocyanate), NC1=NC=CN=C1 (aminopyrazine). Procedure details: A mixture of 2-methoxy-5-nitrophenyl isocyanate (5.0 g, 25 mmol) and aminopyrazine (2.5 g, 26 mmol) in tetrahydrofuran (THF, 250 mL) was stirred at reflux for 24 hours. The product was precipitated from the cooled reaction mixture and was collected by filtration, washed with ethyl acetate, and dried in vacuo (4.3 g, 57%). 1H NMR (300 MHz, d6-DMSO) (mixture of rotamers) δ: 10.38 (br, s, 1H), 10.27 (s, 1H), 9.39, 8.88 (2 singlets, 1H), 9.10 (d, 1H), 8.33 (s, 1H), 8.26 (d, 1H), 7.98-8.25 (m, 1H), 7... Product: COC1=C(C=C(C=C1)[N+](=O)[O-])NC(=O)NC1=NC=CN=C1 (1-(2-methoxy-5-nitrophenyl)-3-pyrazin-2-yl-urea). RXN SMILES: [CH3:1][O:2][C:3]1[CH:8]=[CH:7][C:6]([N+:9]([O-:11])=[O:10])=[CH:5][C:4]=1[N:12]=[C:13]=[O:14].[NH2:15][C:16]1[CH:21]=[N:20][CH:19]=[CH:18][N:17]=1>O1CCCC1>[CH3:1][O:2][C:3]1[CH:8]=[CH:7][C:6]([N+:9]([O-:11])=[O:10])=[CH:5][C:4]=1[NH:12][C:13]([NH:15][C:16]1[CH:21]=[N:20][CH:19]=[CH:18][N:17]=1)=[O:14]. The reactants are CC(=O)O, CO, O=Cc1cccc(-c2nc3sccn3c2-c2ccnc(NC3CCCN(S(=O)(=O)c4ccc(Cl)cc4)C3)n2)c1, ClCCl, Cl, NO. The product is O=S(=O)(c1ccc(Cl)cc1)N1CCCC(Nc2nccc(-c3c(-c4cccc(C=NO)c4)nc4sccn34)n2)C1. Reaction SMILES: [CH3:43][C:44](=[O:45])[OH:46].[CH3:47][OH:48].[Cl:1][c:2]1[cH:3][cH:4][c:5]([S:8](=[O:9])(=[O:10])[N:11]2[CH2:12][CH:13]([NH:17][c:18]3[n:19][cH:20][cH:21][c:22](-[c:24]4[c:25](-[c:32]5[cH:33][c:34]([CH:35]=[O:36])[cH:37][cH:38][cH:39]5)[n:26][c:27]5[s:28][cH:29][cH:30][n:31]45)[n:23]3)[CH2:14][CH2:15][CH2:16]2)[cH:6][cH:7]1.[Cl:49][CH2:50][Cl:51].[ClH:40].[NH2:41][OH:42]>>[Cl:1][c:2]1[cH:3][cH:4][c:5]([S:8](=[O:9])(=[O:10])[N:11]2[CH2:12][CH:13]([NH:17][c:18]3[n:19][cH:20][cH:21][c:22](-[c:24]4[c:25](-[c:32]5[cH:33][c:34]([CH:35]=[N:41][OH:42])[cH:37][cH:38][cH:39]5)[n:26][c:27]5[s:28][cH:29][cH:30][n:31]45)[n:23]3)[CH2:14][CH2:15][CH2:16]2)[cH:6][cH:7]1. Starting materials: C(=O)(OCC)C(CCNC(=O)OCC1=CC=CC=C1)N[C@@H](C)C(=O)C1NC(CC2=CC=CC=C12)C(=O)O (N-(1-carboethoxy-3-benzoxycarbonylaminopropyl)-L-alanyl-1,2,3,4-tetrahydroisoquinoline-3-carboxylic acid). The reagents and catalysts are [Pd] (palladium). Solvent: CO (methanol). Product: C(=O)(OCC)C(CCN)N[C@@H](C)C(=O)C1NC(CC2=CC=CC=C12)C(=O)O (N-(1-Carboethoxy-3-aminopropyl)-L-alanyl-1,2,3,4-tetrahydroisoquinoline-3-carboxylic acid). As a reaction SMILES: [C:1]([CH:6]([NH:20][C@H:21]([C:23]([CH:25]1[C:34]2[C:29](=[CH:30][CH:31]=[CH:32][CH:33]=2)[CH2:28][CH:27]([C:35]([OH:37])=[O:36])[NH:26]1)=[O:24])[CH3:22])[CH2:7][CH2:8][NH:9]C(OCC1C=CC=CC=1)=O)([O:3][CH2:4][CH3:5])=[O:2]>CO.[Pd]>[C:1]([CH:6]([NH:20][C@H:21]([C:23]([CH:25]1[C:34]2[C:29](=[CH:30][CH:31]=[CH:32][CH:33]=2)[CH2:28][CH:27]([C:35]([OH:37])=[O:36])[NH:26]1)=[O:24])[CH3:22])[CH2:7][CH2:8][NH2:9])([O:3][CH2:4][CH3:5])=[O:2]. Reported procedure: 1.1 g of N-(1-carboethoxy-3-benzoxycarbonylaminopropyl)-L-alanyl-1,2,3,4-tetrahydroisoquinoline-3-carboxylic acid are dissolved in 150 ml of methanol and are hydrogenated in the presence of 100 mg of palladium/active charcoal (10% strength) at 40° C. under normal pressure. After the end of the reaction, the solution is filtered off from the catalyst and the solvent is stripped off in vacuo. Starting materials: CC(C)(C)c1cc2c(c(C(C)(C)C)c1)OC(=O)C2O, Cc1cc(C)c(C)c(C)c1C, ClCCCl, O, Cl[Sn](Cl)(Cl)Cl. Yields the product Cc1c(C)c(C)c(C2C(=O)Oc3c2cc(C(C)(C)C)cc3C(C)(C)C)c(C)c1C. Reaction SMILES: [C:17]([CH3:18])([CH3:19])([CH3:20])[c:21]1[cH:22][c:23]([C:32]([CH3:33])([CH3:34])[CH3:35])[c:24]2[c:25]([cH:31]1)[CH:26]([OH:30])[C:27](=[O:29])[O:28]2.[CH3:1][c:2]1[cH:3][c:4]([CH3:5])[c:6]([CH3:7])[c:8]([CH3:9])[c:10]1[CH3:11].[Cl:36][CH2:37][CH2:38][Cl:39].[OH2:40].[Sn:12]([Cl:13])([Cl:14])([Cl:15])[Cl:16]>>[CH3:1][c:2]1[c:3]([CH:26]2[c:25]3[c:24]([c:23]([C:32]([CH3:33])([CH3:34])[CH3:35])[cH:22][c:21]([C:17]([CH3:18])([CH3:19])[CH3:20])[cH:31]3)[O:28][C:27]2=[O:29])[c:4]([CH3:5])[c:6]([CH3:7])[c:8]([CH3:9])[c:10]1[CH3:11]. Starting materials: COc1cccc(OC)c1OCCC12C=CC=CC1C(=O)NC2=O, CCO, NN, O. Product: COc1cccc(OC)c1OCCN. Reaction SMILES: [CH3:1][O:2][c:3]1[c:4]([O:5][CH2:6][CH2:7][C:8]23[CH:9]=[CH:10][CH:11]=[CH:12][CH:13]2[C:14](=[O:15])[NH:16][C:17]3=[O:18])[c:19]([O:23][CH3:24])[cH:20][cH:21][cH:22]1.[CH3:28][CH2:29][OH:30].[NH2:26][NH2:27].[OH2:25]>>[CH3:1][O:2][c:3]1[c:4]([O:5][CH2:6][CH2:7][NH2:26])[c:19]([O:23][CH3:24])[cH:20][cH:21][cH:22]1.